This data is from the Open Reaction Database (ORD), a public repository of structured organic reaction records. The task is: describe an organic reaction: reactants, conditions, products, and yield The reactants are O=C(O)C(O)C(O)C(=O)O, Cc1ccccc1, COc1cccc(C(C)(C)C#N)c1F. Yields the product COc1cccc(C(C)(C)C=O)c1F. RXN SMILES: [C:15]([OH:16])(=[O:18])[CH:19]([OH:17])[CH:20]([C:21]([OH:22])=[O:23])[OH:24].[CH3:25][c:26]1[cH:27][cH:28][cH:29][cH:30][cH:31]1.[F:1][c:2]1[c:3]([C:10]([C:11]#[N:12])([CH3:13])[CH3:14])[cH:4][cH:5][cH:6][c:7]1[O:8][CH3:9]>>[F:1][c:2]1[c:3]([C:10]([CH:11]=[O:17])([CH3:13])[CH3:14])[cH:4][cH:5][cH:6][c:7]1[O:8][CH3:9]. The reactants are C(C)OC(CC(=O)COCCI)=O (Ethyl-4-(2-iodoethoxy)-acetoacetate), ClC1=C(C=O)C=CC=C1 (2-chloro-benzaldehyde), N1CCCCC1 (piperidine). The reagents and catalysts are C(C)(=O)O.N1CCCCC1 (piperidine acetate). The solvent is C(C)(C)O (isopropanol). The product is C(C)OC(C(C(=O)COCCI)=CC1=C(C=CC=C1)Cl)=O (Ethyl-4-(2-iodo-ethoxy)-2-(2-chloro-benzylidene)-acetoacetate). The yield is 82.8%. RXN SMILES: [CH2:1]([O:3][C:4](=[O:13])[CH2:5][C:6]([CH2:8][O:9][CH2:10][CH2:11][I:12])=[O:7])[CH3:2].[Cl:14][C:15]1[CH:22]=[CH:21][CH:20]=[CH:19][C:16]=1[CH:17]=O.N1CCCCC1>C(O)(C)C.C(O)(=O)C.N1CCCCC1>[CH2:1]([O:3][C:4](=[O:13])[C:5](=[CH:17][C:16]1[CH:19]=[CH:20][CH:21]=[CH:22][C:15]=1[Cl:14])[C:6]([CH2:8][O:9][CH2:10][CH2:11][I:12])=[O:7])[CH3:2] |f:4.5|. Procedure: 10 g (33 millimoles) of ethyl-4-(2-iodoethoxy)-acetoacetate (XIII) and 4.64 g (33 millimoles) of 2-chloro-benzaldehyde (V) are reacted in 100 ml of isopropanol in the presence of a piperidine acetate catalyst [0.28 g (3.3 millimoles) of piperidine+0.198 g (3.3 millimoles) of acetic acid] at room temperature for 10 hours. The reaction mixture is evaporated, the residual oil dissolved in dichloro methane, washed with water and dried. The organic phase is evaporated in vacuo. Thus 11.55 g of the de... Reactants: N=1C=CN2C1N=C(C=C2)C(C#N)(C)C (2-(Imidazo[1,2-α]pyrimidin-7-yl)-2-methylpropionitrile), BrC1=CC=CC(=N1)C1=C(C#N)C=CC=C1 (2-(6-bromopyridin-2-yl)benzonitrile), C([O-])([O-])=O.[Cs+].[Cs+] (cesium carbonate). The reagents and catalysts are [Pd].C1(=CC=CC=C1)P(C1=CC=CC=C1)C1=CC=CC=C1.C1(=CC=CC=C1)P(C1=CC=CC=C1)C1=CC=CC=C1.C1(=CC=CC=C1)P(C1=CC=CC=C1)C1=CC=CC=C1.C1(=CC=CC=C1)P(C1=CC=CC=C1)C1=CC=CC=C1 (Tetrakis(triphenylphosphine)-palladium(0)). Solvent: O1CCOCC1 (1,4-dioxane), O (water). Reaction conditions: temperature 80 celsius. The product is C(#N)C(C)(C)C1=NC=2N(C=C1)C(=CN2)C2=CC=CC(=N2)C2=C(C#N)C=CC=C2 (2-{6-[7-(1-cyano-1-methylethyl)imidazo[1,2-α]pyrimidin-3-yl]pyridin-2-yl}benzonitrile). The yield is 37.7%. RXN SMILES: [N:1]1[CH:2]=[CH:3][N:4]2[CH:9]=[CH:8][C:7]([C:10]([CH3:14])([CH3:13])[C:11]#[N:12])=[N:6][C:5]=12.Br[C:16]1[N:21]=[C:20]([C:22]2[CH:29]=[CH:28][CH:27]=[CH:26][C:23]=2[C:24]#[N:25])[CH:19]=[CH:18][CH:17]=1.C(=O)([O-])[O-].[Cs+].[Cs+]>O1CCOCC1.O.[Pd].C1(P(C2C=CC=CC=2)C2C=CC=CC=2)C=CC=CC=1.C1(P(C2C=CC=CC=2)C2C=CC=CC=2)C=CC=CC=1.C1(P(C2C=CC=CC=2)C2C=CC=CC=2)C=CC=CC=1.C1(P(C2C=CC=CC=2)C2C=CC=CC=2)C=CC=CC=1>[C:11]([C:10]([C:7]1[CH:8]=[CH:9][N:4]2[C:3]([C:16]3[N:21]=[C:20]([C:22]4[CH:29]=[CH:28][CH:27]=[CH:26][C:23]=4[C:24]#[N:25])[CH:19]=[CH:18][CH:17]=3)=[CH:2][N:1]=[C:5]2[N:6]=1)([CH3:14])[CH3:13])#[N:12] |f:2.3.4,7.8.9.10.11|. Procedure details: 2-(Imidazo[1,2-α]pyrimidin-7-yl)-2-methylpropionitrile (100 mg, 0.51 mmol), 2-(6-bromopyridin-2-yl)benzonitrile (159 mg, 0.61 mmol) and cesium carbonate (332 mg, 1.02 mmol) were suspended in 1,4-dioxane and degassed with nitrogen for 20 min. Tetrakis(triphenylphosphine)-palladium(0) (29 mg, 0.025 mmol) was added and the mixture was heated at 80° C. for 3 h. The reaction was cooled to ambient temperature then diluted with water (60 ml) and extracted with ethyl acetate (2×100 ml). The combined org... Reactants: BrCC#N (bromoacetonitrile), C([O-])([O-])=O.[K+].[K+] (potassium carbonate), C(C1=CC=CC=C1)N(C(=O)C1=CN(C2=CC=CC=C12)C)CC1=CC=C(C=C1)C1=CC(=C(C=C1)O)Br (N-benzyl-N-[(3′-bromo-4′-hydroxy-1,1′-biphenyl-4-yl)methyl]-1-methyl-1H-indole-3-carboxamide). The solvent is CN(C)C=O (DMF). Run at time 23 hour. The product is C(C1=CC=CC=C1)N(C(=O)C1=CN(C2=CC=CC=C12)C)CC1=CC=C(C=C1)C1=CC(=C(C=C1)OCC#N)Br (N-benzyl-N-{[3′-bromo-4′-(cyanomethoxy)-1,1′-biphenyl-4-yl]methyl}-1-methyl-1H-indole-3-carboxamide). The yield is 74.6%. As a reaction SMILES: [CH2:1]([N:8]([CH2:21][C:22]1[CH:27]=[CH:26][C:25]([C:28]2[CH:33]=[CH:32][C:31]([OH:34])=[C:30]([Br:35])[CH:29]=2)=[CH:24][CH:23]=1)[C:9]([C:11]1[C:19]2[C:14](=[CH:15][CH:16]=[CH:17][CH:18]=2)[N:13]([CH3:20])[CH:12]=1)=[O:10])[C:2]1[CH:7]=[CH:6][CH:5]=[CH:4][CH:3]=1.Br[CH2:37][C:38]#[N:39].C(=O)([O-])[O-].[K+].[K+]>CN(C=O)C>[CH2:1]([N:8]([CH2:21][C:22]1[CH:27]=[CH:26][C:25]([C:28]2[CH:33]=[CH:32][C:31]([O:34][CH2:37][C:38]#[N:39])=[C:30]([Br:35])[CH:29]=2)=[CH:24][CH:23]=1)[C:9]([C:11]1[C:19]2[C:14](=[CH:15][CH:16]=[CH:17][CH:18]=2)[N:13]([CH3:20])[CH:12]=1)=[O:10])[C:2]1[CH:3]=[CH:4][CH:5]=[CH:6][CH:7]=1 |f:2.3.4|. Procedure details: A mixture of N-benzyl-N-[(3′-bromo-4′-hydroxy-1,1′-biphenyl-4-yl)methyl]-1-methyl-1H-indole-3-carboxamide (1.5 g, 2.85 mmol), prepared in the previous step, bromoacetonitrile (240 μL, 3.44 mmol) and potassium carbonate (1.95 g, 14.1 mmol) in 75 mL of DMF was stirred under nitrogen at room temperature for 23 h. The reaction was partitioned between methylene chloride and water. The organic layer was separated, extracted multiple times with water, dried (MgSO4) and the solvent removed under reduced...